From a dataset of the Open Reaction Database (ORD), a public repository of structured organic reaction records. describe an organic reaction: reactants, conditions, products, and yield Starting materials: FC(C1=C(C=O)C=CC(=C1)F)(F)F (2-trifluoromethyl-4-fluorobenzaldehyde), CC(OCC)=O (EA). Product: FC(C1=C(C(C(=O)O)O)C=CC(=C1)F)(F)F (2-Trifluoromethyl-4-fluoromandelic acid). RXN SMILES: [F:1][C:2]([F:13])([F:12])[C:3]1[CH:10]=[C:9]([F:11])[CH:8]=[CH:7][C:4]=1[CH:5]=[O:6].C[C:15](=[O:19])[O:16]CC>>[F:13][C:2]([F:12])([F:1])[C:3]1[CH:10]=[C:9]([F:11])[CH:8]=[CH:7][C:4]=1[CH:5]([OH:6])[C:15]([OH:19])=[O:16]. Procedure details: The 2-trifluoromethyl-4-fluorobenzaldehyde (48.4 g, 252 mmol) was converted to product in a manner substantially analogous to Preparation 59 to yield 50.1 g. (84%). EA, MS(FD). Starting materials: [Al+3], CC(=O)Oc1cc(C(=O)O)ccc1OCC(C)C, CC(C)COc1cccc(OCC(C)C)c1, ClCCl, CN(C)C=O, [Cl-], [Cl-], [Cl-], O=C(Cl)C(=O)Cl, O. Yields the product CC(=O)Oc1cc(C(=O)c2ccc(OCC(C)C)cc2OCC(C)C)ccc1OCC(C)C. RXN SMILES: [Al+3:26].[C:1]([CH3:2])(=[O:3])[O:4][c:5]1[cH:6][c:7]([C:8](=[O:9])[OH:10])[cH:11][cH:12][c:13]1[O:14][CH2:15][CH:16]([CH3:17])[CH3:18].[CH2:29]([CH:30]([CH3:31])[CH3:32])[O:33][c:34]1[cH:35][c:36]([O:40][CH2:41][CH:42]([CH3:43])[CH3:44])[cH:37][cH:38][cH:39]1.[CH2:45]([Cl:46])[Cl:47].[CH3:49][N:50]([CH3:51])[CH:52]=[O:53].[Cl-:25].[Cl-:27].[Cl-:28].[Cl:19][C:20]([C:21]([Cl:22])=[O:23])=[O:24].[OH2:48]>>[C:1]([CH3:2])(=[O:3])[O:4][c:5]1[cH:6][c:7]([C:8](=[O:10])[c:39]2[c:34]([O:33][CH2:29][CH:30]([CH3:31])[CH3:32])[cH:35][c:36]([O:40][CH2:41][CH:42]([CH3:43])[CH3:44])[cH:37][cH:38]2)[cH:11][cH:12][c:13]1[O:14][CH2:15][CH:16]([CH3:17])[CH3:18]. Reactants: ClC1=C(C=CC=C1)C1C(C2=C(C=CC=C2)Cl)O1 (2,2'-dichloro-α,α'-epoxybibenzyl), N1C=NC=C1 (imidazole). Run in O (water). Product: OC(C(C1=C(C=CC=C1)Cl)N1C=NC=C1)C1=C(C=CC=C1)Cl (1-[2-Hydroxy-1,2-bis-(2-chlorophenyl)ethyl]imidazole). The yield is 86.8%. Reaction SMILES: [Cl:1][C:2]1[CH:7]=[CH:6][CH:5]=[CH:4][C:3]=1[CH:8]1[O:17][CH:9]1[C:10]1[CH:15]=[CH:14][CH:13]=[CH:12][C:11]=1[Cl:16].[NH:18]1[CH:22]=[CH:21][N:20]=[CH:19]1>O>[OH:17][CH:8]([C:3]1[CH:4]=[CH:5][CH:6]=[CH:7][C:2]=1[Cl:1])[CH:9]([N:18]1[CH:22]=[CH:21][N:20]=[CH:19]1)[C:10]1[CH:15]=[CH:14][CH:13]=[CH:12][C:11]=1[Cl:16]. Reported procedure: A mixture of 11 g (0.04 m) of 2,2'-dichloro-α,α'-epoxybibenzyl and 15 g (0.22 m) of imidazole is heated at 160° for 11/2 hours. The reaction is cooled, diluted with water, and extracted with ether. The combined ether extracts are washed with water, then saturated sodium chloride solution, and dried over MgSO4. Solvent is evaporated to give 12 g of a gummy solid, mp 62°-68°. Reactants: mixture, CC1(C(C(=CC=C1)C)(O)CCC(C=C)C)C (2,2,6-trimethyl-1-[3-methyl-pent-4-en-1-yl]-cyclohexa-3,5-dien-1-ol), CC(C)([O-])C.[K+] (potassium ter-butoxide). Run in C(C)OCC (diethyl ether), C1CCCC2CCCCC12 (decaline). The product is CC1C2CC3C=CC2(C(CC1)(C3(C)C)O)C (4,8,11,11-tetramethyltricyclo[5.3.1.03,8 ]undec-9-en-7-ol). RXN SMILES: [CH3:1][C:2]1([CH3:16])[CH:7]=[CH:6][CH:5]=[C:4]([CH3:8])[C:3]1([CH2:10][CH2:11][CH:12]([CH3:15])[CH:13]=[CH2:14])[OH:9].CC(C)([O-])C.[K+]>C1C2C(CCCC2)CCC1.C(OCC)C>[CH3:15][CH:12]1[CH2:11][CH2:10][C:3]2([OH:9])[C:2]([CH3:16])([CH3:1])[CH:7]3[CH:6]=[CH:5][C:4]2([CH3:8])[CH:13]1[CH2:14]3 |f:1.2|. Procedure: 0.500 g of a mixture containing equivalent amounts of the two diasteroisomers of 2,2,6-trimethyl-1-[3-methyl-pent-4-en-1-yl]-cyclohexa-3,5-dien-1-ol, obtained as indicated hereinbelow, and 0.025 g of potassium ter-butoxide in 8 ml of decaline were heated in an inert gas atmosphere in a sealed tube at 280° for 24 h. The reaction mixture was then diluted with diethyl ether, washed with water, dried over K2CO3 and finally concentrated. By bulb distillation 0.285 g of a fraction having B.p. 80°-100°... The reactants are Cl[SiH](Cl)Cl (trichlorosilane), C1=CCCC1 (cyclopentene), C1=CCCC1 (cyclopentene), FC(C(F)(F)[*:1])(F)[*:2] (polytetrafluoroethylene), Cl[SiH](Cl)Cl (trichlorosilane), starting reactants. The reagents and catalysts are catalyst I, [Pt] (platinum). Yields the product C1(CCCC1)[Si](Cl)(Cl)Cl (cyclopentyl trichlorosilane). Yield: 91.0%. As a reaction SMILES: [Cl:1][SiH:2]([Cl:4])[Cl:3].[CH:5]1[CH2:9][CH2:8][CH2:7][CH:6]=1>[Pt]>[CH:5]1([Si:2]([Cl:4])([Cl:3])[Cl:1])[CH2:9][CH2:8][CH2:7][CH2:6]1. Reported procedure: The experiment was conducted in substantially the same manner as in Example 1 by preparing a reaction mixture from 19.5 g (0.144 mole) of trichlorosilane, 9.9 g (0.146 mole) of cyclopentene and 0.14 g of the catalyst I corresponding to 238 ppm by weight as platinum based on the total amount of trichlorosilane and cyclopentene and heating the mixture in a polytetrafluoroethylene-made pressure-resistant vessel at 60° C. for 26 hours under a spontaneously produced pressure of 3 kg/cm2G. About 97% o...